This data is from the Open Reaction Database (ORD), a public repository of structured organic reaction records. The task is: describe an organic reaction: reactants, conditions, products, and yield The reactants are ClC=1C=C(C=C(C1F)C(F)(F)F)[N+](=O)[O-] (5-chloro-6-fluoro-3-nitrobenzotrifluoride), C(C)(=O)O (acetic acid), O (water). Solvent: C(C)(=O)O.C(C)(=O)OCC (acetic acid ethyl acetate), reduced iron. Run at time 30 minute. The product is ClC=1C=C(N)C=C(C1F)C(F)(F)F (3-chloro-4-fluoro-5-trifluoromethylaniline). The yield is 114.0%. RXN SMILES: C(O)(=O)C.O.[Cl:6][C:7]1[CH:8]=[C:9]([N+:18]([O-])=O)[CH:10]=[C:11]([C:14]([F:17])([F:16])[F:15])[C:12]=1[F:13]>C(O)(=O)C.C(OCC)(=O)C>[Cl:6][C:7]1[CH:8]=[C:9]([CH:10]=[C:11]([C:14]([F:17])([F:15])[F:16])[C:12]=1[F:13])[NH2:18] |f:3.4|. Reported procedure: In a mixture of 7.0 g of reduced iron, 4 mL of acetic acid and 50 mL of water, a solution of 6.0 g of 5-chloro-6-fluoro-3-nitrobenzotrifluoride in 80 mL of acetic acid-ethyl acetate (1:1) was added dropwise at 80° C. with stirring over 30 minutes. After the completion of the addition dropwise, it was continued to stir at the same temperature further for 1 hour. After the completion of the reaction, the reaction mixture was left and cooled to room temperature, insoluble material was filtered off ... Reactants: CC(C)=O, CS(=O)(=O)c1ccc(-c2cnn(-c3ccc(F)cc3)c(=O)c2CBr)cc1, Oc1ccc(F)cc1, [K+], [K+], O=C([O-])[O-]. Yields the product CS(=O)(=O)c1ccc(-c2cnn(-c3ccc(F)cc3)c(=O)c2COc2ccc(F)cc2)cc1. Reaction SMILES: [CH3:41][C:42](=[O:43])[CH3:44].[F:1][c:2]1[cH:3][cH:4][c:5](-[n:8]2[n:9][cH:10][c:11](-[c:17]3[cH:18][cH:19][c:20]([S:23](=[O:24])(=[O:25])[CH3:26])[cH:21][cH:22]3)[c:12]([CH2:15][Br:16])[c:13]2=[O:14])[cH:6][cH:7]1.[F:27][c:28]1[cH:29][cH:30][c:31]([OH:34])[cH:32][cH:33]1.[K+:35].[K+:36].[O-:37][C:38]([O-:39])=[O:40]>>[F:1][c:2]1[cH:3][cH:4][c:5](-[n:8]2[n:9][cH:10][c:11](-[c:17]3[cH:18][cH:19][c:20]([S:23](=[O:24])(=[O:25])[CH3:26])[cH:21][cH:22]3)[c:12]([CH2:15][O:34][c:31]3[cH:30][cH:29][c:28]([F:27])[cH:33][cH:32]3)[c:13]2=[O:14])[cH:6][cH:7]1. Starting materials: BrC(c1ccccc1)c1ccccc1, CCOC(=O)C=Cc1ccc(N(C(=O)OC(C)(C)C)C2CCNC2)nc1, O=C([O-])[O-], CN(C)C=O, [K+], [K+], O. Product: CCOC(=O)C=Cc1ccc(N(C(=O)OC(C)(C)C)C2CCN(C(c3ccccc3)c3ccccc3)C2)nc1. As a reaction SMILES: [Br:33][CH:34]([c:35]1[cH:36][cH:37][cH:38][cH:39][cH:40]1)[c:41]1[cH:42][cH:43][cH:44][cH:45][cH:46]1.[C:1]([CH3:2])([CH3:3])([CH3:4])[O:5][C:6](=[O:7])[N:8]([c:9]1[cH:10][cH:11][c:12]([CH:15]=[CH:16][C:17](=[O:18])[O:19][CH2:20][CH3:21])[cH:13][n:14]1)[CH:22]1[CH2:23][NH:24][CH2:25][CH2:26]1.[C:27](=[O:28])([O-:29])[O-:30].[CH3:48][N:49]([CH3:50])[CH:51]=[O:52].[K+:31].[K+:32].[OH2:47]>>[C:1]([CH3:2])([CH3:3])([CH3:4])[O:5][C:6](=[O:7])[N:8]([c:9]1[cH:10][cH:11][c:12]([CH:15]=[CH:16][C:17](=[O:18])[O:19][CH2:20][CH3:21])[cH:13][n:14]1)[CH:22]1[CH2:23][N:24]([CH:34]([c:35]2[cH:36][cH:37][cH:38][cH:39][cH:40]2)[c:41]2[cH:42][cH:43][cH:44][cH:45][cH:46]2)[CH2:25][CH2:26]1. Starting materials: O=C([O-])C=CC(=O)[O-], C1CNCCN1, CCO, c1ccc(Oc2ccccc2)cc1, Clc1ccc2cc(Cl)nc(N3CCSCC3)c2c1. The product is Clc1ccc2cc(N3CCNCC3)nc(N3CCSCC3)c2c1. RXN SMILES: [C:25]([O-:26])(=[O:27])[CH:28]=[CH:29][C:30]([O-:31])=[O:32].[CH2:19]1[CH2:20][NH:21][CH2:22][CH2:23][NH:24]1.[CH3:33][CH2:34][OH:35].[O:36]([c:37]1[cH:38][cH:39][cH:40][cH:41][cH:42]1)[c:43]1[cH:44][cH:45][cH:46][cH:47][cH:48]1.[S:1]1[CH2:2][CH2:3][N:4]([c:7]2[n:8][c:9]([Cl:18])[cH:10][c:11]3[cH:12][cH:13][c:14]([Cl:17])[cH:15][c:16]23)[CH2:5][CH2:6]1>>[S:1]1[CH2:2][CH2:3][N:4]([c:7]2[n:8][c:9]([N:21]3[CH2:20][CH2:19][NH:24][CH2:23][CH2:22]3)[cH:10][c:11]3[cH:12][cH:13][c:14]([Cl:17])[cH:15][c:16]23)[CH2:5][CH2:6]1. Reactants: ClC1=CC=C(C=C1)S(=O)(=O)N[C@@H]1C[C@H](N(C1)CC=1C=NC=CC1)\C=C/CCCC(=O)OC ((2S,4R)-4-[4-chlorophenylsulfonylamino)-2-[(Z)-5-methoxycarbonyl-1-pentenyl]-1-(3-pyridylmethyl)pyrrolidine), [OH-].[Na+] (sodium hydroxide), Cl (hydrochloric acid). The solvent is CO (methanol). Conditions: time 4 hour. The product is C(=O)(O)CCC\C=C/[C@H]1N(C[C@@H](C1)NS(=O)(=O)C1=CC=C(C=C1)Cl)CC=1C=NC=CC1 ((2S,4R)-2-[(Z)-5-carboxy-1-pentenyl]-4-(4-chlorophenylsulfonylamino)-1-(3-pyridylmethyl)pyrrolidine). Yield: 62.7%. RXN SMILES: [Cl:1][C:2]1[CH:7]=[CH:6][C:5]([S:8]([NH:11][C@H:12]2[CH2:16][N:15]([CH2:17][C:18]3[CH:19]=[N:20][CH:21]=[CH:22][CH:23]=3)[C@H:14](/[CH:24]=[CH:25]\[CH2:26][CH2:27][CH2:28][C:29]([O:31]C)=[O:30])[CH2:13]2)(=[O:10])=[O:9])=[CH:4][CH:3]=1.[OH-].[Na+].Cl>CO>[C:29]([CH2:28][CH2:27][CH2:26]/[CH:25]=[CH:24]\[C@@H:14]1[CH2:13][C@@H:12]([NH:11][S:8]([C:5]2[CH:6]=[CH:7][C:2]([Cl:1])=[CH:3][CH:4]=2)(=[O:9])=[O:10])[CH2:16][N:15]1[CH2:17][C:18]1[CH:19]=[N:20][CH:21]=[CH:22][CH:23]=1)([OH:31])=[O:30] |f:1.2|. Reported procedure: A solution of (2S,4R)-4-[4-chlorophenylsulfonylamino)-2-[(Z)-5-methoxycarbonyl-1-pentenyl]-1-(3-pyridylmethyl)pyrrolidine (670 mg) in a mixture of methanol (5 ml) and 1N-aqueous sodium hydroxide (3 ml) was stirred at room temperature for 4 hours. The solution was adjusted to pH 5 with 10% hydrochloric acid and extracted with chloroform, and the organic solution was washed with brine. The solution was dried over magnesium sulfate and the solvent was evaporated in vacuo. The residue was chromatogr...